From a dataset of the Open Reaction Database (ORD), a public repository of structured organic reaction records. describe an organic reaction: reactants, conditions, products, and yield The reactants are CCCOc1ccc(CO)cc1OC, CCOCC, BrP(Br)Br. Yields the product CCCOc1ccc(CBr)cc1OC. RXN SMILES: [CH2:1]([CH2:2][CH3:3])[O:4][c:5]1[c:6]([O:13][CH3:14])[cH:7][c:8]([CH2:9][OH:10])[cH:11][cH:12]1.[CH3:19][CH2:20][O:21][CH2:22][CH3:23].[P:15]([Br:16])([Br:17])[Br:18]>>[CH2:1]([CH2:2][CH3:3])[O:4][c:5]1[c:6]([O:13][CH3:14])[cH:7][c:8]([CH2:9][Br:16])[cH:11][cH:12]1. The reactants are BrC=1C=C(C=CC1)N1N=C(C(C=C1)=O)C(\C=C\N(C)C)=O (1-(3-Bromo-phenyl)-3-((E)-3-dimethylamino-acryloyl)-1H-pyridazin-4-one), C1(=CC=CC2=CC=CC=C12)NN (naphthalen-1-yl-hydrazine). Product: BrC=1C=C(C=CC1)N1N=C(C(C=C1)=O)C=1N(N=CC1)C1=CC=CC2=CC=CC=C12 (1-(3-Bromo-phenyl)-3-(2-naphthalen-1-yl-2H-pyrazol-3-yl)-1H-pyridazin-4-one). Reaction SMILES: [Br:1][C:2]1[CH:3]=[C:4]([N:8]2[CH:13]=[CH:12][C:11](=[O:14])[C:10]([C:15](=O)/[CH:16]=[CH:17]/[N:18](C)C)=[N:9]2)[CH:5]=[CH:6][CH:7]=1.[C:22]1([NH:32]N)[C:31]2[C:26](=[CH:27][CH:28]=[CH:29][CH:30]=2)[CH:25]=[CH:24][CH:23]=1>>[Br:1][C:2]1[CH:3]=[C:4]([N:8]2[CH:13]=[CH:12][C:11](=[O:14])[C:10]([C:15]3[N:32]([C:22]4[C:31]5[C:26](=[CH:27][CH:28]=[CH:29][CH:30]=5)[CH:25]=[CH:24][CH:23]=4)[N:18]=[CH:17][CH:16]=3)=[N:9]2)[CH:5]=[CH:6][CH:7]=1. Reported procedure: The product was obtained starting from 1-(3-Bromo-phenyl)-3-((E)-3-dimethylamino-acryloyl)-1H-pyridazin-4-one (A-18) and naphthalen-1-yl-hydrazine according to the method described for example 1. MS: M=443.2 (M+H)+